Dataset: the Open Reaction Database (ORD), a public repository of structured organic reaction records. Task: describe an organic reaction: reactants, conditions, products, and yield The reactants are N(N)C=1N=NC(=CC1)N1CCOCC1 (3-hydrazino-6-morpholino-pyridazine), Cl (hydrogen chloride), COC1OC(CC1)OC (2,5-dimethoxytetrahydrofuran). The solvent is C(C)O (ethanol), C(C)OCC (ethyl ether). Conditions: temperature 60 celsius. The product is O1CCN(CC1)C1=CC=C(N=N1)NN1C=CC=C1 (6-Morpholino-N-(1H-pyrrol-1-yl)-3-pyridazineamine). Isolated yield 2.0%. RXN SMILES: [NH:1]([C:3]1[N:4]=[N:5][C:6]([N:9]2[CH2:14][CH2:13][O:12][CH2:11][CH2:10]2)=[CH:7][CH:8]=1)[NH2:2].Cl.CO[CH:18]1[CH2:22][CH2:21][CH:20](OC)O1>C(O)C.C(OCC)C>[O:12]1[CH2:11][CH2:10][N:9]([C:6]2[N:5]=[N:4][C:3]([NH:1][N:2]3[CH:18]=[CH:22][CH:21]=[CH:20]3)=[CH:8][CH:7]=2)[CH2:14][CH2:13]1. Procedure details: To 5.85 g (30 m mol) of 3-hydrazino-6-morpholino-pyridazine in 130 ml of ethanol, ethyl ether (45 ml) saturated with hydrogen chloride is added. The suspension of pale yellow precipitate which forms is additioned with 12 g (90 m mol) of 2,5-dimethoxytetrahydrofuran and the mixture is refluxed (60° C.) for 6 hours. The solvent is removed under vacuum and the residue is dissolved in water, brought to pH 8 by addition of a sodium carbonate solution and extracted with four portions (each of 100 ml) ...